The task is: describe an organic reaction: reactants, conditions, products, and yield. This data is from the Open Reaction Database (ORD), a public repository of structured organic reaction records. The reactants are [Al+3], CO, [Cl-], [H-], [H-], [H-], [H-], [Li+], [NH4+], C1CCOC1, O, N#Cc1cccc(-c2ccccc2)c1. Yields the product NCc1cccc(-c2ccccc2)c1. Reaction SMILES: [Al+3:16].[CH3:21][OH:22].[Cl-:23].[H-:15].[H-:18].[H-:19].[H-:20].[Li+:17].[NH4+:24].[O:25]1[CH2:26][CH2:27][CH2:28][CH2:29]1.[OH2:30].[c:1]1(-[c:9]2[cH:10][cH:11][cH:12][cH:13][cH:14]2)[cH:2][c:3]([C:7]#[N:8])[cH:4][cH:5][cH:6]1>>[c:1]1(-[c:9]2[cH:10][cH:11][cH:12][cH:13][cH:14]2)[cH:2][c:3]([CH2:7][NH2:8])[cH:4][cH:5][cH:6]1. The reactants are CCN(C(C)C)C(C)C (DIPEA), CO (MeOH), Resin 3, C(CCCCCCC)NCCCCCCCC (dioctylamine), C(C=C)Br (allyl bromide). The solvent is C(Cl)Cl (DCM), C(Cl)Cl (DCM), CN(C)C=O (DMF). Procedure: Resin 3 (0.42 mmol g−1 (est.), 160 mg) in DMF (2 cm3) was treated with dioctylamine (1.7 mmol, 515 mm3) at 20° C. for 24 h. The resin was washed with DMF (10×5 cm3) and DCM (10 cm3), resuspended in DMF (2 cm3) and treated with allyl bromide (4.25 mmol, 365 mm3) at 20° C. for 24 h. The solvent and the reagent was then removed by filtration and the resin washed with DCM (2×20 cm3). The elimination was performed in DCM (4 cm3) with DIPEA (1.72 mmol, 300 mm3) over night. The filtrate of this last re... RXN SMILES: [CH2:1]([NH:9][CH2:10][CH2:11][CH2:12][CH2:13][CH2:14][CH2:15][CH2:16][CH3:17])[CH2:2][CH2:3][CH2:4][CH2:5][CH2:6][CH2:7][CH3:8].[CH2:18](Br)[CH:19]=[CH2:20].CCN(C(C)C)C(C)C.CO>CN(C=O)C.C(Cl)Cl>[CH2:20]([N:9]([CH2:1][CH2:2][CH2:3][CH2:4][CH2:5][CH2:6][CH2:7][CH3:8])[CH2:10][CH2:11][CH2:12][CH2:13][CH2:14][CH2:15][CH2:16][CH3:17])[CH:19]=[CH2:18]. Yields the product C(C=C)N(CCCCCCCC)CCCCCCCC (N-Allyl-N, N-di-n-octylamine). Starting materials: CC1=C(C=CC=C1C(F)(F)F)CC=1C(=NNC1)N (4-{[2-methyl-3-(trifluoromethyl)phenyl]methyl}-1H-pyrazol-3-amine), C(CC(=O)OC)(=O)OC (dimethyl malonate), C[O-].[Na+] (sodium methoxide). Run in CO (methanol). Run at time 10 minute. Product: CC1=C(C=CC=C1C(F)(F)F)CC=1C=NN2C1NC(CC2=O)=O (3-{[2-methyl-3-(trifluoromethyl)phenyl]methyl}pyrazolo[1,5-a]pyrimidine-5,7(4H,6H)-dione). Reaction SMILES: [CH3:1][C:2]1[C:7]([C:8]([F:11])([F:10])[F:9])=[CH:6][CH:5]=[CH:4][C:3]=1[CH2:12][C:13]1[C:14]([NH2:18])=[N:15][NH:16][CH:17]=1.[C:19](OC)(=[O:25])[CH2:20][C:21](OC)=[O:22].C[O-].[Na+]>CO>[CH3:1][C:2]1[C:7]([C:8]([F:9])([F:10])[F:11])=[CH:6][CH:5]=[CH:4][C:3]=1[CH2:12][C:13]1[CH:17]=[N:16][N:15]2[C:21](=[O:22])[CH2:20][C:19](=[O:25])[NH:18][C:14]=12 |f:2.3|. Procedure: To a solution of 4-{[2-methyl-3-(trifluoromethyl)phenyl]methyl}-1H-pyrazol-3-amine (1.71 g, 6.7 mmol) in methanol (10 mL) was added dimethyl malonate (0.93 g, 7.0 mmol), followed by adding a 25% sodium methoxide solution (2.95 g, 13.40 mmol). The reaction vessel was sealed and irradiated (microwave) to 125° C. for 45 minutes. After the reaction mixture was cooled, precipitate was collected by filtration. The solid was washed with cooled methanol (5 mL×2). Product was dried under air. The product... Product: Cl.C(C1=CC=CC=C1)OC1=C(C(=C(C=C1)OC1C2=C(CNCC1)OC=C2)Cl)Br (4-(4-Benzyloxy-3-bromo-2-chlorophenyloxy)-5,6,7,8-tetrahydro-4H-furo[2,3-c]azepine hydrochloride). Procedure details: The same method as in Example 3 was conducted using 5,6,7,8-tetrahydro-4H-furo[2,3-c]azepin-4-ol (Reference Example 37) instead of 6-methyl-4,5,6,7-tetrahydrothieno[2,3-c]pyridin-4-ol (Reference Example 6) and was conducted using 4-benzyloxy-3-bromo-2-chloro-1-fluorobenzene instead of 1,3-difluorobenzene to give the objective compound. Reaction SMILES: [O:1]1[C:5]2[CH2:6][NH:7][CH2:8][CH2:9][CH:10]([OH:11])[C:4]=2[CH:3]=[CH:2]1.[CH2:12]([O:19][C:20]1[CH:25]=[CH:24][C:23](F)=[C:22]([Cl:27])[C:21]=1[Br:28])[C:13]1[CH:18]=[CH:17][CH:16]=[CH:15][CH:14]=1>>[ClH:27].[CH2:12]([O:19][C:20]1[CH:25]=[CH:24][C:23]([O:11][CH:10]2[CH2:9][CH2:8][NH:7][CH2:6][C:5]3[O:1][CH:2]=[CH:3][C:4]2=3)=[C:22]([Cl:27])[C:21]=1[Br:28])[C:13]1[CH:14]=[CH:15][CH:16]=[CH:17][CH:18]=1 |f:2.3|. Reactants: O1C=CC2=C1CNCCC2O (5,6,7,8-tetrahydro-4H-furo[2,3-c]azepin-4-ol), C(C1=CC=CC=C1)OC1=C(C(=C(C=C1)F)Cl)Br (4-benzyloxy-3-bromo-2-chloro-1-fluorobenzene). Reactants: CC1=CC=CC=2C(C3=CC=CC=C3C12)CCC1OCCO1 (2-[(4-methylfluoren-9-yl)ethyl]-1,3-dioxolane), CrO3, CCOC(=O)C (EtOAc), OS(=O)(=O)O (H2SO4). The solvent is CC(=O)C (acetone), CCCCCC (hexane), O (water). Run at time 8 hour. Yields the product CC1=CC=CC=2C(C3=CC=CC=C3C12)CCC(=O)O (3-(4-Methylfluoren-9-yl)propionic Acid). As a reaction SMILES: [CH3:1][C:2]1[C:14]2[C:13]3[C:8](=[CH:9][CH:10]=[CH:11][CH:12]=3)[CH:7]([CH2:15][CH2:16][CH:17]3[O:21]CC[O:18]3)[C:6]=2[CH:5]=[CH:4][CH:3]=1.OS(O)(=O)=O.CCOC(C)=O>CC(C)=O.O.CCCCCC>[CH3:1][C:2]1[C:14]2[C:13]3[C:8](=[CH:9][CH:10]=[CH:11][CH:12]=3)[CH:7]([CH2:15][CH2:16][C:17]([OH:21])=[O:18])[C:6]=2[CH:5]=[CH:4][CH:3]=1. Procedure details: A solution of 2-[(4-methylfluoren-9-yl)ethyl]-1,3-dioxolane (11.1 g, 39.6 mmol) in acetone (150 mL) at 0° C. was charged with Jone's reagent (16 g of CrO3 and I6 ml of H2SO4 (conc.) in 100 ml of water). The reaction mixture was stirred overnight at room temperature. The reaction was monitored by TLC (silica, 25% EtOAc in hexane). The acetone was evaporated, the residue was diluted with water (100 mL). The product was extracted into EtOAc and the organic layer was washed thoroughly with water (×6... Reactants: Brc1cccc2ccsc12, C[O-], I[Cu]I, [Na+], CN(C)C=O, O. The product is COc1cccc2ccsc12. RXN SMILES: [Br:1][c:2]1[cH:3][cH:4][cH:5][c:6]2[c:7]1[s:8][cH:9][cH:10]2.[CH3:11][O-:12].[Cu:20]([I:21])[I:22].[Na+:13].[O:15]=[CH:16][N:17]([CH3:18])[CH3:19].[OH2:14]>>[c:2]1([O:12][CH3:11])[cH:3][cH:4][cH:5][c:6]2[c:7]1[s:8][cH:9][cH:10]2.